This data is from the Open Reaction Database (ORD), a public repository of structured organic reaction records. The task is: describe an organic reaction: reactants, conditions, products, and yield Starting materials: CN1CCNCC1, O=C(O)Cc1cccc(OCCCCl)c1, O. Yields the product CN1CCN(CCCOc2cccc(CC(=O)O)c2)CC1. Reaction SMILES: [CH3:16][N:17]1[CH2:18][CH2:19][NH:20][CH2:21][CH2:22]1.[Cl:1][CH2:2][CH2:3][CH2:4][O:5][c:6]1[cH:7][c:8]([CH2:12][C:13](=[O:14])[OH:15])[cH:9][cH:10][cH:11]1.[OH2:23]>>[CH2:2]([CH2:3][CH2:4][O:5][c:6]1[cH:7][c:8]([CH2:12][C:13](=[O:14])[OH:15])[cH:9][cH:10][cH:11]1)[N:20]1[CH2:19][CH2:18][N:17]([CH3:16])[CH2:22][CH2:21]1. The reactants are C(C)N (monoethylamine), O (Water), C1(=CC=CC=C1)C1=NN2C(N=CC=C2)=C1CC(=O)O (2-phenylpyrazolo[1,5-a]pyrimidine-3-acetic acid), C(=O)(N1C=NC=C1)N1C=NC=C1 (1,1'-carbonyldiimidazole). Solvent: O1CCCC1 (tetrahydrofuran), O1CCCC1 (tetrahydrofuran). Conditions: time 3 hour. The product is CNC(CC=1C(=NN2C1N=CC=C2)C2=CC=CC=C2)=O (N-Methyl-2-phenylpyrazolo[1.5-a]pyrimidine-3-acetamide). Yield: 85.5%. As a reaction SMILES: [C:1]1([C:7]2[C:15]([CH2:16][C:17]([OH:19])=O)=[C:10]3[N:11]=[CH:12][CH:13]=[CH:14][N:9]3[N:8]=2)[CH:6]=[CH:5][CH:4]=[CH:3][CH:2]=1.[C:20](N1C=CN=C1)([N:22]1C=CN=C1)=O.C(N)C.O>O1CCCC1>[CH3:20][NH:22][C:17](=[O:19])[CH2:16][C:15]1[C:7]([C:1]2[CH:2]=[CH:3][CH:4]=[CH:5][CH:6]=2)=[N:8][N:9]2[CH:14]=[CH:13][CH:12]=[N:11][C:10]=12. Reported procedure: A mixture of 3.5 g (0.013 mole) of 2-phenylpyrazolo[1,5-a]pyrimidine-3-acetic acid and 2.24 g (0.013 mole) of 1,1'-carbonyldiimidazole in 150 ml of anhydrous tetrahydrofuran was stirred for 3 hours under a nitrogen atmosphere. A solution of monoethylamine in tetrahydrofuran (16 ml; 0.041 mole; 2.59M) was added, and the mixture was stirred at room temperature for one hour. Water (50 ml) was added to dissolve a precipitate that had formed. The solvents were evaporated under reduced pressure, and t... The reagents and catalysts are CN(C1=CC=NC=C1)C (4-dimethylaminopyridine). Procedure details: A solution of methyl 3-[2-n-butyl-1-(2-chlorophenyl)-methyl-1H-imidazol-5-yl]-3-hydroxy-2-(4-pyridyl)-methylpropanoate (3.32 g, 7.5 mmol)methylene chloride (50 mL), 4-dimethylaminopyridine (150 mg, 1.3 mmol) and acetic anhydride (7.1 mL, 75 mmol) was stirred at ambient temperature for 18 hours. Water (5 mL) was added, the mixture was stirred for 2 hours and then diluted with methylene chloride and 5% sodium bicarbonate solution. The organic phase was washed with 5% sodium bicarbonate solution an... Reaction SMILES: [CH2:1]([C:5]1[N:6]([C:25]2[CH:30]=[CH:29][CH:28]=[CH:27][C:26]=2Cl)[C:7]([CH:11]([OH:24])[C:12](C)([C:17]2[CH:22]=[CH:21][N:20]=[CH:19][CH:18]=2)[C:13]([O:15][CH3:16])=[O:14])=[C:8](C)[N:9]=1)[CH2:2][CH2:3][CH3:4].[C:32](OC(=O)C)(=[O:34])[CH3:33].O.[CH2:40]([Cl:42])Cl>CN(C)C1C=CN=CC=1.C(=O)(O)[O-].[Na+]>[C:32]([O:24][CH:11]([C:7]1[N:6]([CH2:25][C:30]2[CH:29]=[CH:28][CH:27]=[CH:26][C:40]=2[Cl:42])[C:5]([CH2:1][CH2:2][CH2:3][CH3:4])=[N:9][CH:8]=1)[CH:12]([C:17]1[CH:18]=[CH:19][N:20]=[CH:21][CH:22]=1)[C:13]([O:15][CH3:16])=[O:14])(=[O:34])[CH3:33] |f:5.6|. The solvent is C([O-])(O)=O.[Na+] (sodium bicarbonate). Product: C(C)(=O)OC(C(C(=O)OC)C1=CC=NC=C1)C1=CN=C(N1CC1=C(C=CC=C1)Cl)CCCC (methyl 3-acetoxy-3-[2-n-butyl-1-(2-chlorophenyl)methyl-1H-imidazol-5-yl]-2-(4-pyridyl)propanoate). Run at time 2 hour. The reactants are C(Cl)Cl (methylene chloride), C(CCC)C=1N(C(=C(N1)C)C(C(C(=O)OC)(C1=CC=NC=C1)C)O)C1=C(C=CC=C1)Cl (methyl 3-[2-n-butyl-1-(2-chlorophenyl)-methyl-1H-imidazol-5-yl]-3-hydroxy-2-(4-pyridyl)-methylpropanoate), C(C)(=O)OC(C)=O (acetic anhydride), O (Water).